From a dataset of the Open Reaction Database (ORD), a public repository of structured organic reaction records. describe an organic reaction: reactants, conditions, products, and yield The reactants are COc1cc(C(=O)N2CCC(CCO)(c3ccc(Cl)c(Cl)c3)C2)cc(OC)c1OC, CS(=O)(=O)Cl. The product is COc1cc(C(=O)N2CCC(CCOS(C)(=O)=O)(c3ccc(Cl)c(Cl)c3)C2)cc(OC)c1OC. Reaction SMILES: [CH3:1][O:2][c:3]1[cH:4][c:5]([C:6](=[O:7])[N:8]2[CH2:9][C:10]([CH2:13][CH2:14][OH:15])([c:16]3[cH:17][c:18]([Cl:23])[c:19]([Cl:22])[cH:20][cH:21]3)[CH2:11][CH2:12]2)[cH:24][c:25]([O:29][CH3:30])[c:26]1[O:27][CH3:28].[CH3:31][S:32]([Cl:33])(=[O:34])=[O:35]>>[CH3:1][O:2][c:3]1[cH:4][c:5]([C:6](=[O:7])[N:8]2[CH2:9][C:10]([CH2:13][CH2:14][O:15][S:32]([CH3:31])(=[O:34])=[O:35])([c:16]3[cH:17][c:18]([Cl:23])[c:19]([Cl:22])[cH:20][cH:21]3)[CH2:11][CH2:12]2)[cH:24][c:25]([O:29][CH3:30])[c:26]1[O:27][CH3:28]. The reactants are BrCC=1C=CC(=NC1)Cl (5-(bromomethyl)-2-chloropyridine), C1(=CC=CC=C1)C(CC)NC(=O)C=1C=C2C=CNC2=CC1 (N-(1-phenylpropyl)-1H-indole-5-carboxamide). Yields the product ClC1=CC=C(C=N1)CN1C=CC2=CC(=CC=C12)C(=O)NC(CC)C1=CC=CC=C1 (1-((6-chloropyridin-3-yl)methyl)-N-(1-phenylpropyl)-1H-indole-5-carboxamide). Reaction SMILES: Br[CH2:2][C:3]1[CH:4]=[CH:5][C:6]([Cl:9])=[N:7][CH:8]=1.[C:10]1([CH:16]([NH:19][C:20]([C:22]2[CH:23]=[C:24]3[C:28](=[CH:29][CH:30]=2)[NH:27][CH:26]=[CH:25]3)=[O:21])[CH2:17][CH3:18])[CH:15]=[CH:14][CH:13]=[CH:12][CH:11]=1>>[Cl:9][C:6]1[N:7]=[CH:8][C:3]([CH2:2][N:27]2[C:28]3[C:24](=[CH:23][C:22]([C:20]([NH:19][CH:16]([C:10]4[CH:11]=[CH:12][CH:13]=[CH:14][CH:15]=4)[CH2:17][CH3:18])=[O:21])=[CH:30][CH:29]=3)[CH:25]=[CH:26]2)=[CH:4][CH:5]=1. Procedure details: The title compound was prepared following the same general protocol as described in Step 1, Example 21, using 5-(bromomethyl)-2-chloropyridine and N-(1-phenylpropyl)-1H-indole-5-carboxamide. LC-MS 404 (M+H). The reactants are B(Cl)(Cl)Cl (Boron trichloride), COC1=CC=C(C=C1)C1=CC2=C(S1)C=C(C=C2)OC(C)C (2-(4-Methoxyphenyl)-6-isopropoxybenzo[b]thiophene), CO (methanol). The solvent is C(Cl)Cl (methylene chloride). Run at temperature 30 celsius, time 1 hour. The product is COC1=CC=C(C=C1)C1=CC2=C(S1)C=C(C=C2)O (2-(4-Methoxyphenyl)-6-Hydroxybenzo[b]thiophene). As a reaction SMILES: [CH3:1][O:2][C:3]1[CH:8]=[CH:7][C:6]([C:9]2[S:13][C:12]3[CH:14]=[C:15]([O:18]C(C)C)[CH:16]=[CH:17][C:11]=3[CH:10]=2)=[CH:5][CH:4]=1.B(Cl)(Cl)Cl.CO>C(Cl)Cl>[CH3:1][O:2][C:3]1[CH:8]=[CH:7][C:6]([C:9]2[S:13][C:12]3[CH:14]=[C:15]([OH:18])[CH:16]=[CH:17][C:11]=3[CH:10]=2)=[CH:5][CH:4]=1. Procedure details: 2-(4-Methoxyphenyl)-6-isopropoxybenzo[b]thiophene (1.0 g, 3.35 mmol) was dissolved in 10 mL of methylene chloride and warmed to 30° C. Boron trichloride (3.685 35 mL, 3.685 mmol 1M in methylene chloride) was slowly added to the stirring reaction solution. The reaction was allowed to proceed for one hour at ambient temperature. The reaction was quenched with the dropwise addition of methanol (0.536 g, 16.75 mmol). The reaction was stirred for two hours and a white precipitate formed. The solid as...